This data is from the Open Reaction Database (ORD), a public repository of structured organic reaction records. The task is: describe an organic reaction: reactants, conditions, products, and yield Reactants: Cc1[nH]c(C=O)c(C)c1C(=O)NCCN(C)C, COc1ccccc1-c1ccc2c(c1)NC(=O)C2. RXN SMILES: [CH3:19][N:20]([CH2:21][CH2:22][NH:23][C:24](=[O:25])[c:26]1[c:27]([CH3:34])[nH:28][c:29]([CH:32]=[O:33])[c:30]1[CH3:31])[CH3:35].[CH3:1][O:2][c:3]1[c:4](-[c:9]2[cH:10][cH:11][c:12]3[c:16]([cH:17]2)[NH:15][C:14](=[O:18])[CH2:13]3)[cH:5][cH:6][cH:7][cH:8]1>>[CH3:1][O:2][c:3]1[c:4](-[c:9]2[cH:10][cH:11][c:12]3[c:16]([cH:17]2)[NH:15][C:14](=[O:18])[C:13]3=[CH:32][c:29]2[nH:28][c:27]([CH3:34])[c:26]([C:24]([NH:23][CH2:22][CH2:21][N:20]([CH3:19])[CH3:35])=[O:25])[c:30]2[CH3:31])[cH:5][cH:6][cH:7][cH:8]1. Product: COc1ccccc1-c1ccc2c(c1)NC(=O)C2=Cc1[nH]c(C)c(C(=O)NCCN(C)C)c1C.